This data is from the Open Reaction Database (ORD), a public repository of structured organic reaction records. The task is: describe an organic reaction: reactants, conditions, products, and yield Reactants: CCI, Nc1nc(-c2ccco2)c(-c2ccc(=O)[nH]c2)c(-c2ccco2)n1. The product is CCn1cc(-c2c(-c3ccco3)nc(N)nc2-c2ccco2)ccc1=O. As a reaction SMILES: [CH2:25]([CH3:26])[I:27].[NH2:1][c:2]1[n:3][c:4](-[c:20]2[o:21][cH:22][cH:23][cH:24]2)[c:5](-[c:13]2[cH:14][cH:15][c:16](=[O:19])[nH:17][cH:18]2)[c:6](-[c:8]2[o:9][cH:10][cH:11][cH:12]2)[n:7]1>>[NH2:1][c:2]1[n:3][c:4](-[c:20]2[o:21][cH:22][cH:23][cH:24]2)[c:5](-[c:13]2[cH:14][cH:15][c:16](=[O:19])[n:17]([CH2:25][CH3:26])[cH:18]2)[c:6](-[c:8]2[o:9][cH:10][cH:11][cH:12]2)[n:7]1. The reactants are CCCN(C)C(=O)c1cc(C(=O)OC)cc(-c2nccs2)c1, CO, Cl, [Na+], [OH-]. Product: CCCN(C)C(=O)c1cc(C(=O)O)cc(-c2nccs2)c1. RXN SMILES: [CH3:1][O:2][C:3]([c:4]1[cH:5][c:6]([C:7](=[O:8])[N:9]([CH2:10][CH2:11][CH3:12])[CH3:13])[cH:14][c:15](-[c:17]2[s:18][cH:19][cH:20][n:21]2)[cH:16]1)=[O:22].[CH3:26][OH:27].[ClH:25].[Na+:24].[OH-:23]>>[O:2]=[C:3]([c:4]1[cH:5][c:6]([C:7](=[O:8])[N:9]([CH2:10][CH2:11][CH3:12])[CH3:13])[cH:14][c:15](-[c:17]2[s:18][cH:19][cH:20][n:21]2)[cH:16]1)[OH:22]. The reactants are [Sn](Cl)Cl (tin (II) chloride), [Na+].[Cl-] (NaCl), NC1=C(SC=2N=C(N=C(C21)C2=CC(=CC=C2)[N+](=O)[O-])C2=CC=CC=C2)C(=O)OCC (ethyl 5-amino-4-(3-nitrophenyl)-2-phenyl-thieno[2,3-d]pyrimidine-6-carboxylate), Cl (HCl). Run in O1CCOCC1 (1,4-dioxane), CCO (EtOH). Reaction conditions: temperature 90 celsius. The product is NC1=C(SC=2N=C(N=C(C21)C2=CC(=CC=C2)N)C2=CC=CC=C2)C(=O)OCC (Ethyl 5-amino-4-(3-aminophenyl)-2-phenyl-thieno[2,3-d]pyrimidine-6-carboxylate). RXN SMILES: [Sn](Cl)Cl.[NH2:4][C:5]1[C:13]2[C:12]([C:14]3[CH:19]=[CH:18][CH:17]=[C:16]([N+:20]([O-])=O)[CH:15]=3)=[N:11][C:10]([C:23]3[CH:28]=[CH:27][CH:26]=[CH:25][CH:24]=3)=[N:9][C:8]=2[S:7][C:6]=1[C:29]([O:31][CH2:32][CH3:33])=[O:30].Cl.[Na+].[Cl-]>O1CCOCC1.CCO>[NH2:4][C:5]1[C:13]2[C:12]([C:14]3[CH:19]=[CH:18][CH:17]=[C:16]([NH2:20])[CH:15]=3)=[N:11][C:10]([C:23]3[CH:28]=[CH:27][CH:26]=[CH:25][CH:24]=3)=[N:9][C:8]=2[S:7][C:6]=1[C:29]([O:31][CH2:32][CH3:33])=[O:30] |f:3.4|. Procedure details: A solution of tin (II) chloride (23.0 g) in abs. EtOH (250 ml) was added to a solution of ethyl 5-amino-4-(3-nitrophenyl)-2-phenyl-thieno[2,3-d]pyrimidine-6-carboxylate (example 31(d), 16.6 g) in 1,4-dioxane p.a. (250 ml). 37% aq. HCl (6.9 ml) was added and the mixture was heated under reflux (90° C.) for 16 h. The mixture was allowed to cool to room temperature and concentrated under reduced pressure. The residue was suspended in EtOAc (500 ml). 4N aq. NaOH was added to obtain a pH of 10–11. Th... The reactants are C(=O)C1=COC2=C(C1=O)C=C(C(=C2)NS(=O)(=O)C)OC2=CC=CC=C2 (3-formyl-7-methylsulfonylamino-6-phenoxy-4H-1-benzopyran-4-one), C(C)(=O)OCC (ethyl acetate), O (water), Cl.NO (hydroxylamine hydrochloride). The solvent is CN(C=O)C (N,N-dimethylformamide). Reaction conditions: time 1 hour. The product is ON=CC1=COC2=C(C1=O)C=C(C(=C2)NS(=O)(=O)C)OC2=CC=CC=C2 (3-hydroxyiminomethyl-7-methylsulfonylamino-6-phenoxy-4H-1-benzopyran-4-one). Yield: 72.0%. As a reaction SMILES: [CH:1]([C:3]1[C:8](=[O:9])[C:7]2[CH:10]=[C:11]([O:19][C:20]3[CH:25]=[CH:24][CH:23]=[CH:22][CH:21]=3)[C:12]([NH:14][S:15]([CH3:18])(=[O:17])=[O:16])=[CH:13][C:6]=2[O:5][CH:4]=1)=O.Cl.[NH2:27][OH:28].C(OCC)(=O)C.O>CN(C)C=O>[OH:28][N:27]=[CH:1][C:3]1[C:8](=[O:9])[C:7]2[CH:10]=[C:11]([O:19][C:20]3[CH:25]=[CH:24][CH:23]=[CH:22][CH:21]=3)[C:12]([NH:14][S:15]([CH3:18])(=[O:17])=[O:16])=[CH:13][C:6]=2[O:5][CH:4]=1 |f:1.2|. Procedure details: 4 g of 3-formyl-7-methylsulfonylamino-6-phenoxy-4H-1-benzopyran-4-one was dissolved in 20 ml of N,N-dimethylformamide. Thereto was added 850 mg of hydroxylamine hydrochloride. The mixture was stirred for 1 hour at 20°-25° C. The reaction mixture was mixed with 50 ml of ethyl acetate and 100 ml of water. The organic layer was separated, washed with water and a saturated aqueous sodium chloride solution in this order, and dried with anhydrous magnesium sulfate. The solvent was removed by distillat... Starting materials: N1(CCCCC1)CC(=O)N1C2=C(C(NC3=C1C=CC=C3)=O)C=CC=N2 (6,11-dihydro-11-(piperidinoacetyl)-5H-pyrido[2,3-b][1,5]benzodiazepin-5-one), P12(=S)SP3(=S)SP(=S)(S1)SP(=S)(S2)S3 (phosphorus pentasulfide). Solvent: N1=CC=CC=C1 (pyridine). Yields the product N1(CCCCC1)CC(=O)N1C2=C(C(NC3=C1C=CC=C3)=S)C=CC=N2 (6,11-dihydro-11-(piperidinoacetyl)-5H-pyrido-[2,3-b][1,5]benzodiazepin-5-thione). RXN SMILES: [N:1]1([CH2:7][C:8]([N:10]2[C:16]3[CH:17]=[CH:18][CH:19]=[CH:20][C:15]=3[NH:14][C:13](=O)[C:12]3[CH:22]=[CH:23][CH:24]=[N:25][C:11]2=3)=[O:9])[CH2:6][CH2:5][CH2:4][CH2:3][CH2:2]1.P12(SP3(SP(SP(S3)(S1)=S)(=S)S2)=S)=[S:27]>N1C=CC=CC=1>[N:1]1([CH2:7][C:8]([N:10]2[C:16]3[CH:17]=[CH:18][CH:19]=[CH:20][C:15]=3[NH:14][C:13](=[S:27])[C:12]3[CH:22]=[CH:23][CH:24]=[N:25][C:11]2=3)=[O:9])[CH2:6][CH2:5][CH2:4][CH2:3][CH2:2]1. Procedure: In the manner given in Example 1, 6,11-dihydro-11-(piperidinoacetyl)-5H-pyrido[2,3-b][1,5]benzodiazepin-5-one is reacted with phosphorus pentasulfide in pyridine to give 6,11-dihydro-11-(piperidinoacetyl)-5H-pyrido-[2,3-b][1,5]benzodiazepin-5-thione. Starting materials: CCCCCC1(C=CC2CCC(=O)C2CCCCCCC(=O)OC)OCCO1, COC(OC)OC. Product: CCCCCC1(C=CC2CCC(OC)(OC)C2CCCCCCC(=O)OC)OCCO1. As a reaction SMILES: [CH3:1][O:2][C:3]([CH2:4][CH2:5][CH2:6][CH2:7][CH2:8][CH2:9][CH:10]1[C:11](=[O:27])[CH2:12][CH2:13][CH:14]1[CH:15]=[CH:16][C:17]1([CH2:18][CH2:19][CH2:20][CH2:21][CH3:22])[O:23][CH2:24][CH2:25][O:26]1)=[O:28].[CH3:29][O:30][CH:31]([O:32][CH3:33])[O:34][CH3:35]>>[CH3:1][O:2][C:3]([CH2:4][CH2:5][CH2:6][CH2:7][CH2:8][CH2:9][CH:10]1[CH:14]([CH:15]=[CH:16][C:17]2([CH2:18][CH2:19][CH2:20][CH2:21][CH3:22])[O:23][CH2:24][CH2:25][O:26]2)[CH2:13][CH2:12][C:31]1([O:32][CH3:33])[O:34][CH3:35])=[O:28].